This data is from the Open Reaction Database (ORD), a public repository of structured organic reaction records. The task is: describe an organic reaction: reactants, conditions, products, and yield Reactants: OC1=CC=CC=2C(C3=CC(=CC=C3C12)C=O)=O (4-hydroxy-7-formyl-fluoren-9-one), C(C)(=O)O[BH-](OC(C)=O)OC(C)=O.[Na+] (sodium triacetoxyborohydride). The solvent is C1CCOC1 (THF). Product: OC1=CC=CC=2C(C3=CC(=CC=C3C12)CO)=O (4-hydroxy-7-hydroxymethyl-fluoren-9-one). RXN SMILES: [OH:1][C:2]1[C:14]2[C:13]3[C:8](=[CH:9][C:10]([CH:15]=[O:16])=[CH:11][CH:12]=3)[C:7](=[O:17])[C:6]=2[CH:5]=[CH:4][CH:3]=1.C(O[BH-](OC(=O)C)OC(=O)C)(=O)C.[Na+]>C1COCC1>[OH:1][C:2]1[C:14]2[C:13]3[C:8](=[CH:9][C:10]([CH2:15][OH:16])=[CH:11][CH:12]=3)[C:7](=[O:17])[C:6]=2[CH:5]=[CH:4][CH:3]=1 |f:1.2|. Procedure: A stirred mixture of 405.2 mg (1.8 mmol) of aldehyde prepared in Step G and 804.3 mg (3.8 mmol) of sodium triacetoxyborohydride in 27 mL of anhydrous THF was refluxed under nitrogen for 1 hour. The cooled mixture was partitioned between EtOAc, ice-water and saturated NaHCO3, and the organic phase was separated, washed with brine, dried over Na2SO4, filtered, evaporated, and dried in vacuo. Purification by PLC with CH2Cl2-EtOAc (2:1) yielded 303.7 mg of the crystalline, title product. Reactants: COC1=CC=C(C(=O)C=2OC3=C(C2C)C=C(C=C3)OCC=C)C=C1 (2-(p-methoxybenzoyl)-3-methyl-5-allyloxybenzofuran), ClC1=C(C=CC=C1)Cl (ortho dichlorobenzene). Yields the product COC1=CC=C(C(=O)C=2OC3=C(C2C)C(=C(C=C3)O)CC=C)C=C1 (2-(p-methoxybenzoyl)-3-methyl-4-allyl- 5-hydroxy-benzofuran). The yield is 87.0%. Reaction SMILES: [CH3:1][O:2][C:3]1[CH:24]=[CH:23][C:6]([C:7]([C:9]2[O:10][C:11]3[CH:18]=[CH:17][C:16]([O:19]CC=C)=[CH:15][C:12]=3[C:13]=2[CH3:14])=[O:8])=[CH:5][CH:4]=1.Cl[C:26]1[CH:31]=CC=C[C:27]=1Cl>>[CH3:1][O:2][C:3]1[CH:24]=[CH:23][C:6]([C:7]([C:9]2[O:10][C:11]3[CH:18]=[CH:17][C:16]([OH:19])=[C:15]([CH2:31][CH:26]=[CH2:27])[C:12]=3[C:13]=2[CH3:14])=[O:8])=[CH:5][CH:4]=1. Procedure: A mixture of 2-(p-methoxybenzoyl)-3-methyl-5-allyloxybenzofuran (1 gm, 3.10 mmole) in ortho dichlorobenzene (5 mL) was refluxed under nitrogen for a period of 5 hours. On cooling, the product crystallized. It was diluted with hexane, filtered, washed with hexane, and air-dried to yield 870 mg (87%) of 2-(p-methoxybenzoyl)-3-methyl-4-allyl- 5-hydroxy-benzofuran, mp. 155°-158° C. Starting materials: C(#N)C1=CC=CCC1 (1-cyano-cyclohexa-1,3-diene), C(C1=CC=CC=C1)N1C(C=CC1=O)=O (N-benzyl-maleimide). The solvent is C=1(C(=CC=CC1)C)C (xylene). Product: C(C1=CC=CC=C1)N1C(C2C3(C=CC(C2C1=O)CC3)C#N)=O (4-Benzyl-1-cyano-4-azatricyclo[5.2.2.02,6 ]undec-8-ene-3,5-dione). As a reaction SMILES: [C:1]([C:3]1[CH2:8][CH2:7][CH:6]=[CH:5][CH:4]=1)#[N:2].[CH2:9]([N:16]1[C:20](=[O:21])[CH:19]=[CH:18][C:17]1=[O:22])[C:10]1[CH:15]=[CH:14][CH:13]=[CH:12][CH:11]=1>C1(C)C(C)=CC=CC=1>[CH2:9]([N:16]1[C:20](=[O:21])[CH:19]2[CH:18]([C:3]3([C:1]#[N:2])[CH2:8][CH2:7][CH:6]2[CH:5]=[CH:4]3)[C:17]1=[O:22])[C:10]1[CH:11]=[CH:12][CH:13]=[CH:14][CH:15]=1. Procedure details: 39 g (0.35 mol) of 1-cyano-cyclohexa-1,3-diene are heated at 100° C. with 65.5 g (0.35 mol) of N-benzyl-maleimide in 700 ml of xylene for one hour and then under reflux for 1 hour. After cooling, the crystals are filtered off with suction and recrystallized from xylene.